This data is from the Open Reaction Database (ORD), a public repository of structured organic reaction records. The task is: describe an organic reaction: reactants, conditions, products, and yield The reactants are [Al+3], CC(=O)N1CCCCc2ccccc21, [Cl-], [Cl-], [Cl-], CC(Cl)C(=O)Cl. Product: CC(=O)N1CCCCc2cc(C(=O)C(C)Cl)ccc21. RXN SMILES: [Al+3:22].[C:1]([CH3:2])(=[O:3])[N:4]1[CH2:5][CH2:6][CH2:7][CH2:8][c:9]2[c:10]1[cH:11][cH:12][cH:13][cH:14]2.[Cl-:21].[Cl-:23].[Cl-:24].[Cl:15][CH:16]([C:17](=[O:18])[Cl:19])[CH3:20]>>[C:1]([CH3:2])(=[O:3])[N:4]1[CH2:5][CH2:6][CH2:7][CH2:8][c:9]2[c:10]1[cH:11][cH:12][c:13]([C:17]([CH:16]([Cl:15])[CH3:20])=[O:18])[cH:14]2.